From a dataset of the Open Reaction Database (ORD), a public repository of structured organic reaction records. describe an organic reaction: reactants, conditions, products, and yield Reactants: C(C1=CC=CC=C1)OC(=O)N1CCC(CC1)C(=O)N(C1=CC=CC=C1)CCCN1CCC(CC1)CC1=CC=CC=C1 (1-(Benzyloxycarbonyl)-N-[3-(4-benzyl-1-piperidinyl)propyl]-N-phenyl-4-piperidinecarboxamide). The reagents and catalysts are [C].[Pd] (palladium carbon). The solvent is CO (methanol). Product: C(C1=CC=CC=C1)C1CCN(CC1)CCCN(C(=O)C1CCNCC1)C1=CC=CC=C1 (N-[3-(4-Benzyl-1-piperidinyl)propyl]-N-phenyl-4-piperidinecarboxamide). Yield: 97.6%. As a reaction SMILES: C(OC([N:11]1[CH2:16][CH2:15][CH:14]([C:17]([N:19]([CH2:26][CH2:27][CH2:28][N:29]2[CH2:34][CH2:33][CH:32]([CH2:35][C:36]3[CH:41]=[CH:40][CH:39]=[CH:38][CH:37]=3)[CH2:31][CH2:30]2)[C:20]2[CH:25]=[CH:24][CH:23]=[CH:22][CH:21]=2)=[O:18])[CH2:13][CH2:12]1)=O)C1C=CC=CC=1>CO.[C].[Pd]>[CH2:35]([CH:32]1[CH2:33][CH2:34][N:29]([CH2:28][CH2:27][CH2:26][N:19]([C:20]2[CH:21]=[CH:22][CH:23]=[CH:24][CH:25]=2)[C:17]([CH:14]2[CH2:15][CH2:16][NH:11][CH2:12][CH2:13]2)=[O:18])[CH2:30][CH2:31]1)[C:36]1[CH:41]=[CH:40][CH:39]=[CH:38][CH:37]=1 |f:2.3|. Procedure details: The compound obtained in Example 1 (2.32 g, 4.2 mmol) was dissolved in methanol (30 ml). To the solution was added 10% palladium carbon (water content:50%, 0.93 g), and the mixture was subjected to catalytic hydrogenation reaction at room temperature for 16 hours. The catalyst was filtered off, and the filtrate was concentrated under reduced pressure to give the titled compound (1.70 g, 4.1 mmol, Yield 97%). Reactants: C1(=CC=C(C=C1)C=O)C=O (1,4-benzenedicarboxaldehyde), CC(CC(C)=O)=O (2,4-pentanedione), S(=O)(Cl)Cl (thionyl chloride). Solvent: CC(C)O (2-propanol). The product is C(C)(=O)C(=CC1=CC=C(C=C1)C=C(C(C)=O)C(C)=O)C(C)=O (1,4-bis-(2-acetyl-3-oxo-l-butenyl)benzene). RXN SMILES: [C:1]1([CH:9]=O)[CH:6]=[CH:5][C:4]([CH:7]=O)=[CH:3][CH:2]=1.[CH3:11][C:12](=[O:17])[CH2:13][C:14](=[O:16])[CH3:15].S(Cl)(Cl)=O>CC(O)C>[C:14]([C:13]([C:12](=[O:17])[CH3:11])=[CH:9][C:1]1[CH:2]=[CH:3][C:4]([CH:7]=[C:13]([C:12](=[O:17])[CH3:11])[C:14](=[O:16])[CH3:15])=[CH:5][CH:6]=1)(=[O:16])[CH3:15]. Procedure: To a mixture containing 1.34 g of 1,4-benzenedicarboxaldehyde and 2.1 g of 2,4-pentanedione in 20ml of 2-propanol was gradually added 3.0 g of thionyl chloride with stirring and cooling below 20° C. The mixture was stirred over night at room temperature, filtered and washed with 2-propanol. Yield 1.1 g (55%).